From a dataset of the Open Reaction Database (ORD), a public repository of structured organic reaction records. describe an organic reaction: reactants, conditions, products, and yield The reactants are O=C(O)C(O)C(O)C(=O)O, CCN(CC)C(C)C, CC(C)=O, O=S(=O)(Cl)c1ccc(F)cc1, O=C(O)C1CCCCN1, [Na+], [OH-]. Product: O=C(O)C1CCCCN1S(=O)(=O)c1ccc(F)cc1. As a reaction SMILES: [C:1]([CH:2]([CH:3]([C:4]([OH:5])=[O:6])[OH:7])[OH:8])([OH:9])=[O:10].[CH2:20]([N:21]([CH2:22][CH3:23])[CH:24]([CH3:25])[CH3:26])[CH3:27].[CH3:41][C:42](=[O:43])[CH3:44].[F:28][c:29]1[cH:30][cH:31][c:32]([S:35](=[O:36])(=[O:37])[Cl:38])[cH:33][cH:34]1.[NH:11]1[CH:12]([C:17](=[O:18])[OH:19])[CH2:13][CH2:14][CH2:15][CH2:16]1.[Na+:40].[OH-:39]>>[N:11]1([S:35]([c:32]2[cH:31][cH:30][c:29]([F:28])[cH:34][cH:33]2)(=[O:36])=[O:37])[CH:12]([C:17](=[O:18])[OH:19])[CH2:13][CH2:14][CH2:15][CH2:16]1.